This data is from the Open Reaction Database (ORD), a public repository of structured organic reaction records. The task is: describe an organic reaction: reactants, conditions, products, and yield The reactants are C(#N)C1=CC2=C(N(C(=N2)C(C2=C3C=CN(C3=C(C=C2OC)C)C(=O)OC(C)(C)C)N(C)C)COCC[Si](C)(C)C)C=C1 ((±)-tert-butyl 4-((5-cyano-1-((2-(trimethylsilyl)ethoxy)methyl)-1H-benzo[d]imidazol-2-yl)(dimethylamino)methyl)-5-methoxy-7-methyl-1H-indole-1-carboxylate), C(#N)C=1C=CC2=C(N(C(=N2)C(C2=C3C=CN(C3=C(C=C2OC)C)C(=O)OC(C)(C)C)N(C)C)COCC[Si](C)(C)C)C1 ((±)-tert-butyl 4-((6-cyano-1-((2-(trimethylsilyl)ethoxy)methyl)-1H-benzo[d]imidazol-2-yl)(dimethylamino)methyl)-5-methoxy-7-methyl-1H-indole-1-carboxylate). The product is CN(C)C(C1=NC2=C(N1)C=CC(=C2)C#N)C2=C1C=CNC1=C(C=C2OC)C ((±)-2-((Dimethylamino)(5-methoxy-7-methyl-1H-indol-4-yl)methyl)-1H-benzo[d]imidazole-5-carbonitrile). As a reaction SMILES: [C:1]([C:3]1[CH:42]=[CH:41][C:6]2[N:7](COCC[Si](C)(C)C)[C:8]([CH:10]([N:30]([CH3:32])[CH3:31])[C:11]3[C:19]([O:20][CH3:21])=[CH:18][C:17]([CH3:22])=[C:16]4[C:12]=3[CH:13]=[CH:14][N:15]4C(OC(C)(C)C)=O)=[N:9][C:5]=2[CH:4]=1)#[N:2].C(C1C=CC2N=C(C(N(C)C)C3C(OC)=CC(C)=C4C=3C=CN4C(OC(C)(C)C)=O)N(COCC[Si](C)(C)C)C=2C=1)#N>>[CH3:32][N:30]([CH:10]([C:11]1[C:19]([O:20][CH3:21])=[CH:18][C:17]([CH3:22])=[C:16]2[C:12]=1[CH:13]=[CH:14][NH:15]2)[C:8]1[NH:7][C:6]2[CH:41]=[CH:42][C:3]([C:1]#[N:2])=[CH:4][C:5]=2[N:9]=1)[CH3:31]. Procedure details: The title compound was synthesized from a mixture of (±)-tert-butyl 4-((5-cyano-1-((2-(trimethylsilyl)ethoxy)methyl)-1H-benzo[d]imidazol-2-yl)(dimethylamino)methyl)-5-methoxy-7-methyl-1H-indole-1-carboxylate and (±)-tert-butyl 4-((6-cyano-1-((2-(trimethylsilyl)ethoxy)methyl)-1H-benzo[d]imidazol-2-yl)(dimethylamino)methyl)-5-methoxy-7-methyl-1H-indole-1-carboxylate as described in Example 36-E. 1H NMR (400 MHz, DMSO-d6) δ ppm 12.60 (s, 1H) 10.88 (s, 1H) 7.90 (s) 7.54-7.60 (m) 7.46 (m) 7.22 (t, J=... Starting materials: [OH-].[Na+] (sodium hydroxide), ClC1=C(C(=O)OC)C=CC(=C1C1CC(=NO1)C)S(=O)(=O)C (methyl 2-chloro-3-(3-methyl-4,5-dihydroisoxazol-5-yl)-4-methylsulfonylbenzoate), CO (methanol), Cl (hydrochloric acid), O (water). The solvent is O1CCCC1 (tetrahydrofuran). Conditions: time 12 hour. Yields the product CC=1C(=C(C(=C(C(=O)O)C1)Cl)C1CC(=NO1)C)S(=O)(=O)C (Methyl 2-chloro-3-(3-methyl-4,5-dihydroisoxazol-5-yl)-4-methylsulfonylbenzoic acid). As a reaction SMILES: [OH-].[Na+].[Cl:3][C:4]1[C:13]([CH:14]2[O:18][N:17]=[C:16]([CH3:19])[CH2:15]2)=[C:12]([S:20]([CH3:23])(=[O:22])=[O:21])[CH:11]=[CH:10][C:5]=1[C:6]([O:8]C)=[O:7].O.Cl.[CH3:26]O>O1CCCC1>[CH3:26][C:11]1[C:12]([S:20]([CH3:23])(=[O:22])=[O:21])=[C:13]([CH:14]2[O:18][N:17]=[C:16]([CH3:19])[CH2:15]2)[C:4]([Cl:3])=[C:5]([CH:10]=1)[C:6]([OH:8])=[O:7] |f:0.1|. Procedure details: 69.4 g (174 mmol) of 10% strength sodium hydroxide solution were added to a solution of 38.4 g (116 mmol) of methyl 2-chloro-3-(3-methyl-4,5-dihydroisoxazol-5-yl)-4-methylsulfonylbenzoate in 400 ml of methanol and 400 ml of tetrahydrofuran. The mixture was stirred for 12 hours at room temperature, the solvent volume was reduced to half, and the mixture was poured into 1 1 of water. The pH was brought to 1 using 10% strength hydrochloric acid, and the precipitate which formed was filtered off wit... The reactants are BrC=1C=C2NC[C@@H](N(C2=CC1)C(C)=O)C ((S)-1-(6-bromo-2-methyl-3,4-dihydroquinoxaline-1(2H)-yl)ethanone), ClC(=O)OC1CCCC1 (cyclopentyl chloroformate), C(C)(=O)N1[C@H](CN(C2=CC(=CC=C12)Br)C(=O)OC(C)C)C ((S)-isopropyl 4-acetyl-7-bromo-3-methyl-3,4-dihydroquinoxaline-1 (2H)-carboxylate). The product is C(C)(=O)N1[C@H](CN(C2=CC(=CC=C12)Br)C(=O)OC1CCCC1)C (Cyclopentyl (S)-4-acetyl-7-bromo-3-methyl-3,4-dihydroquinoxaline-1 (2H)-carboxylate). As a reaction SMILES: [Br:1][C:2]1[CH:3]=[C:4]2[C:9](=[CH:10][CH:11]=1)[N:8]([C:12](=[O:14])[CH3:13])[C@@H:7]([CH3:15])[CH2:6][NH:5]2.Cl[C:17]([O:19][CH:20]1[CH2:24][CH2:23][CH2:22][CH2:21]1)=[O:18].C(N1C2C(=CC(Br)=CC=2)N(C(OC(C)C)=O)C[C@@H]1C)(=O)C>>[C:12]([N:8]1[C:9]2[C:4](=[CH:3][C:2]([Br:1])=[CH:11][CH:10]=2)[N:5]([C:17]([O:19][CH:20]2[CH2:24][CH2:23][CH2:22][CH2:21]2)=[O:18])[CH2:6][C@@H:7]1[CH3:15])(=[O:14])[CH3:13]. Procedure details: Cyclopentyl (S)-4-acetyl-7-bromo-3-methyl-3,4-dihydroquinoxaline-1 (2H)-carboxylate was prepared from (S)-1-(6-bromo-2-methyl-3,4-dihydroquinoxaline-1(2H)-yl)ethanone and cyclopentyl chloroformate according to the procedure outlined above for (S)-isopropyl 4-acetyl-7-bromo-3-methyl-3,4-dihydroquinoxaline-1 (2H)-carboxylate. MS (ESI, pos. ion) m/z 381, 383 [M+1]+. Reactants: CCOC(=O)C(CCCCC1CCN(C(=O)OCc2ccccc2)CC1)OS(C)(=O)=O, CCOC(C)=O, CC(C)(C)OC(=O)CN1C(=O)C(N)CCc2ccccc21. Yields the product CCOC(=O)C(CCCCC1CCN(C(=O)OCc2ccccc2)CC1)NC1CCc2ccccc2N(CC(=O)OC(C)(C)C)C1=O. Reaction SMILES: [CH2:22]([c:23]1[cH:24][cH:25][cH:26][cH:27][cH:28]1)[O:29][C:30](=[O:31])[N:32]1[CH2:33][CH2:34][CH:35]([CH2:38][CH2:39][CH2:40][CH2:41][CH:42]([C:43](=[O:44])[O:45][CH2:46][CH3:47])[O:48][S:49]([CH3:50])(=[O:51])=[O:52])[CH2:36][CH2:37]1.[CH3:53][CH2:54][O:55][C:56](=[O:57])[CH3:58].[NH2:1][CH:2]1[C:3](=[O:21])[N:4]([CH2:13][C:14](=[O:15])[O:16][C:17]([CH3:18])([CH3:19])[CH3:20])[c:5]2[c:6]([cH:9][cH:10][cH:11][cH:12]2)[CH2:7][CH2:8]1>>[NH:1]([CH:2]1[C:3](=[O:21])[N:4]([CH2:13][C:14](=[O:15])[O:16][C:17]([CH3:18])([CH3:19])[CH3:20])[c:5]2[c:6]([cH:9][cH:10][cH:11][cH:12]2)[CH2:7][CH2:8]1)[CH:42]([CH2:41][CH2:40][CH2:39][CH2:38][CH:35]1[CH2:34][CH2:33][N:32]([C:30]([O:29][CH2:22][c:23]2[cH:24][cH:25][cH:26][cH:27][cH:28]2)=[O:31])[CH2:37][CH2:36]1)[C:43](=[O:44])[O:45][CH2:46][CH3:47]. The reactants are CCC(Cc1ccc(N2CC(=O)NS2(=O)=O)c(OCc2ccccc2)c1)C(=O)c1ccccc1, CCO, [K], O. The product is CCC(Cc1ccc(N2CC(=O)NS2(=O)=O)c(O)c1)C(=O)c1ccccc1. As a reaction SMILES: [C:2]([c:3]1[cH:4][cH:5][cH:6][cH:7][cH:8]1)(=[O:9])[CH:10]([CH2:11][c:12]1[cH:13][c:14]([O:26][CH2:27][c:28]2[cH:29][cH:30][cH:31][cH:32][cH:33]2)[c:15]([N:18]2[CH2:19][C:20](=[O:25])[NH:21][S:22]2(=[O:23])=[O:24])[cH:16][cH:17]1)[CH2:34][CH3:35].[CH3:36][CH2:37][OH:38].[K:1].[OH2:39]>>[C:2]([c:3]1[cH:4][cH:5][cH:6][cH:7][cH:8]1)(=[O:9])[CH:10]([CH2:11][c:12]1[cH:13][c:14]([OH:26])[c:15]([N:18]2[CH2:19][C:20](=[O:25])[NH:21][S:22]2(=[O:23])=[O:24])[cH:16][cH:17]1)[CH2:34][CH3:35]. Reactants: C1=CC=CC=2OC3=CC=CC=C3NC12 (phenoxazine), CC1CCC(N1)=O (5-methyl-2-pyrrolidinone). Yields the product CC1CCC(=N1)N1C2=CC=CC=C2OC=2C=CC=CC12 (10-(5-METHYL-1-PYRROLIN-2-YL)PHENOXAZINE). As a reaction SMILES: [CH:1]1[C:14]2[NH:13][C:12]3[C:7](=[CH:8][CH:9]=[CH:10][CH:11]=3)[O:6][C:5]=2[CH:4]=[CH:3][CH:2]=1.[CH3:15][CH:16]1[NH:20][C:19](=O)[CH2:18][CH2:17]1>>[CH3:15][CH:16]1[N:20]=[C:19]([N:13]2[C:14]3[CH:1]=[CH:2][CH:3]=[CH:4][C:5]=3[O:6][C:7]3[C:12]2=[CH:11][CH:10]=[CH:9][CH:8]=3)[CH2:18][CH2:17]1. Procedure: Reaction of phenoxazine with 5-methyl-2-pyrrolidinone according to the procedure of Example 1 affords the free base 10-(5-METHYL-1-PYRROLIN-2-YL)PHENOXAZINE, m.p. 135°-137° C., from n-heptane. Conversion of the free base to the hydrochloride salt provides 10-(5-METHYL-1-PYRROLIN-2-YL)PHENOXAZINE HYDROCHLORIDE, m.p. 229.5°-236.0° C. (dec.) (corr.), in a 57% overall yield. Reactants: C(C)(C)N(CC)C(C)C (diisopropylethylamine), CC(C)(OC(=O)N[C@@H](CC1=CC=CC=C1)C(=O)O)C (N-[(1,1-Dimethylethoxy)carbonyl]-L-phenylalanine), Cl.N[C@@H](CC(C)C)C(=O)OC (L-leucine, methyl ester, monohydrochloride), O.OC1=CC=CC=2NN=NC21 (hydroxybenzotriazole hydrate), CC1=CC=C(C=C1)S(=O)(=O)[O-].C[N+]1(CCOCC1)CCN=C=NC2CCCCC2 (1-cyclohexyl-3-(2-morpholinoethyl) carbodiimide metho-p-toluenesulfonate). Run in CN(C=O)C (dimethylformamide). Conditions: temperature 0 celsius. The product is CC(C)(OC(=O)N[C@@H](CC1=CC=CC=C1)C(=O)N[C@@H](CC(C)C)C(=O)OC)C (N-[N-[(1,1-Dimethylethoxy)carbonyl]-L-phenylalanyl]-L-leucine, methyl ester). The yield is 81.5%. Reaction SMILES: [CH3:1][C:2]([CH3:19])([O:4][C:5]([NH:7][C@H:8]([C:16]([OH:18])=O)[CH2:9][C:10]1[CH:15]=[CH:14][CH:13]=[CH:12][CH:11]=1)=[O:6])[CH3:3].Cl.[NH2:21][C@H:22]([C:27]([O:29][CH3:30])=[O:28])[CH2:23][CH:24]([CH3:26])[CH3:25].O.OC1C2N=NNC=2C=CC=1.C(N(C(C)C)CC)(C)C.CC1C=CC(S([O-])(=O)=O)=CC=1.C[N+]1(CCN=C=NC2CCCCC2)CCOCC1>CN(C)C=O>[CH3:19][C:2]([CH3:1])([O:4][C:5]([NH:7][C@H:8]([C:16]([NH:21][C@H:22]([C:27]([O:29][CH3:30])=[O:28])[CH2:23][CH:24]([CH3:26])[CH3:25])=[O:18])[CH2:9][C:10]1[CH:11]=[CH:12][CH:13]=[CH:14][CH:15]=1)=[O:6])[CH3:3] |f:1.2,3.4,6.7|. Reported procedure: To a solution containing N-[(1,1-Dimethylethoxy)carbonyl]-L-phenylalanine (19.89 g, 75 mmol) in dry dimethylformamide (375 mL) was added L-leucine, methyl ester, monohydrochloride (13.62 g, 75 mmol) and hydroxybenzotriazole hydrate (11.46 g, 75 mmol). The resulting mixture was cooled to 0° C. under argon and treated with diisopropylethylamine (9.69 g, 13 mL, 75 mmol) followed by 1-cyclohexyl-3-(2-morpholinoethyl) carbodiimide metho-p-toluenesulfonate (33.5 g, 75 mmol). The reaction was allowed t... Reactants: ClC=1C=C2N(C(N1)=O)CC(N2S(=O)(=O)C)(C)C (7-chloro-2,2-dimethyl-1-(methylsulfonyl)-2,3-dihydroimidazo[1,2-c]pyrimidin-5(1H)-one), OCC=1C=C(C#N)C=CC1 (3-(hydroxymethyl)benzonitrile), C(=O)([O-])[O-].[K+].[K+] (K2CO3). The solvent is CN(C=O)C (N,N-dimethylformamide). The product is CC1(NC=2N(C(N=C(C2)OCC=2C=C(C#N)C=CC2)=O)C1)C (3-(((2,2-dimethyl-5-oxo-1,2,3,5-tetrahydroimidazo[1,2-c]pyrimidin-7-yl)oxy)methyl)benzonitrile). RXN SMILES: Cl[C:2]1[CH:3]=[C:4]2[N:11](S(C)(=O)=O)[C:10]([CH3:17])([CH3:16])[CH2:9][N:5]2[C:6](=[O:8])[N:7]=1.[OH:18][CH2:19][C:20]1[CH:21]=[C:22]([CH:25]=[CH:26][CH:27]=1)[C:23]#[N:24].C([O-])([O-])=O.[K+].[K+]>CN(C)C=O>[CH3:16][C:10]1([CH3:17])[CH2:9][N:5]2[C:6](=[O:8])[N:7]=[C:2]([O:18][CH2:19][C:20]3[CH:21]=[C:22]([CH:25]=[CH:26][CH:27]=3)[C:23]#[N:24])[CH:3]=[C:4]2[NH:11]1 |f:2.3.4|. Procedure details: To a solution of 7-chloro-2,2-dimethyl-1-(methylsulfonyl)-2,3-dihydroimidazo[1,2-c]pyrimidin-5(1H)-one (200 mg, 0.720 mmol) and 3-(hydroxymethyl)benzonitrile (288 mg, 2.16 mmol) in N,N-dimethylformamide (DMF) (3.5 mL) was added K2CO3 (299 mg, 2.16 mmol). The reaction mixture was sealed in a microwave vial and irradiated with a microwave using initial normal to 100° C. for 1 h. Purification via mass-directed auto-preparation afforded the title product as a white solid.